Dataset: the Open Reaction Database (ORD), a public repository of structured organic reaction records. Task: describe an organic reaction: reactants, conditions, products, and yield Reactants: ClC1=C(C=C(C(=N1)C(=O)N1CCC(CC1)N1CCCC1)C)C1=CC(=CC=C1)C(F)(F)F ([6-Chloro-3-methyl-5-(3-trifluoromethyl-phenyl)-pyridin-2-yl]-(4-pyrrolidin-1-yl-piperidin-1-yl)-methanone), [N-]=[N+]=[N-].[Na+] (sodium azide). Run in CN(C)C=O (DMF). Reaction conditions: temperature 150 celsius, time 48 hour. Yields the product CC=1C=C(C=2N(C1C(=O)N1CCC(CC1)N1CCCC1)N=NN2)C2=CC(=CC=C2)C(F)(F)F ([6-Methyl-8-(3-trifluoromethyl-phenyl)-tetrazolo[1,5-a]pyridin-5-yl]-(4-pyrrolidin-1-yl-piperidin-1-yl)-methanone). Isolated yield 47.1%. Reaction SMILES: Cl[C:2]1[N:7]=[C:6]([C:8]([N:10]2[CH2:15][CH2:14][CH:13]([N:16]3[CH2:20][CH2:19][CH2:18][CH2:17]3)[CH2:12][CH2:11]2)=[O:9])[C:5]([CH3:21])=[CH:4][C:3]=1[C:22]1[CH:27]=[CH:26][CH:25]=[C:24]([C:28]([F:31])([F:30])[F:29])[CH:23]=1.[N-:32]=[N+:33]=[N-:34].[Na+]>CN(C=O)C>[CH3:21][C:5]1[CH:4]=[C:3]([C:22]2[CH:27]=[CH:26][CH:25]=[C:24]([C:28]([F:31])([F:30])[F:29])[CH:23]=2)[C:2]2[N:7]([N:32]=[N:33][N:34]=2)[C:6]=1[C:8]([N:10]1[CH2:15][CH2:14][CH:13]([N:16]2[CH2:20][CH2:19][CH2:18][CH2:17]2)[CH2:12][CH2:11]1)=[O:9] |f:1.2|. Reported procedure: A solution of 0.20 g (0.44 mmol) of [6-chloro-3-methyl-5-(3-trifluoromethyl-phenyl)-pyridin-2-yl]-(4-pyrrolidin-1-yl-piperidin-1-yl)-methanone (example 3) in 2.0 ml of DMF was treated with 0.099 g (1.52 mmol) of a sodium azide and the reaction mixture was heated up to 150° C. After 48 hours, it was poured into crashed ice and extracted twice with EtOAc; the organic phases were washed with water, dried over magnesium sulfate, filtered and evaporated. The residue was purified by flash column chrom... The reactants are BrCc1ccccc1, CCOCC, CCO, Sc1ccccn1. The product is Br, c1ccc(CSc2ccccn2)cc1. As a reaction SMILES: [Br:8][CH2:9][c:10]1[cH:11][cH:12][cH:13][cH:14][cH:15]1.[CH3:16][CH2:17][O:18][CH2:19][CH3:20].[CH3:21][CH2:22][OH:23].[SH:1][c:2]1[n:3][cH:4][cH:5][cH:6][cH:7]1>>[BrH:8].[S:1]([c:2]1[n:3][cH:4][cH:5][cH:6][cH:7]1)[CH2:9][c:10]1[cH:11][cH:12][cH:13][cH:14][cH:15]1. Starting materials: CC(C)CN1CCN2CCN(CC(C)C)P1N(CC(C)C)CC2, C1CCOC1, OCC(F)F, COC(=O)c1cc(F)ccc1[N+](=O)[O-]. Reaction SMILES: [CH2:20]([N:21]1[CH2:22][CH2:23][N:24]2[CH2:25][CH2:26][N:27]([CH2:28][CH:29]([CH3:30])[CH3:31])[P:32]1[N:33]([CH2:34][CH:35]([CH3:36])[CH3:37])[CH2:38][CH2:39]2)[CH:40]([CH3:41])[CH3:42].[CH2:43]1[O:44][CH2:45][CH2:46][CH2:47]1.[F:1][CH:2]([CH2:3][OH:4])[F:5].[F:6][c:7]1[cH:8][cH:9][c:10]([N+:17](=[O:18])[O-:19])[c:11]([C:12](=[O:13])[O:14][CH3:15])[cH:16]1>>[F:1][CH:2]([CH2:3][O:4][c:7]1[cH:8][cH:9][c:10]([N+:17](=[O:18])[O-:19])[c:11]([C:12](=[O:13])[O:14][CH3:15])[cH:16]1)[F:5]. The product is COC(=O)c1cc(OCC(F)F)ccc1[N+](=O)[O-]. The reactants are Cl.C1C2=C(OC1)C=CC=1CC/C(/C12)=C\CN ((E)-2-(1,6,7,8-tetrahydro-2H-indeno[5,4-b]furan-8-ylidene)ethylamine hydrochloride), aqueous solution, [OH-].[Na+] (sodium hydroxide). Solvent: C1(=CC=CC=C1)C (toluene). Yields the product Cl.C1C2=C(OC1)C=CC=1CC[C@H](C12)CCN ((S)-2-(1,6,7,8-Tetrahydro-2H-indeno[5,4-b]furan-8-yl)ethylamine hydrochloride), III. The yield is 73.0%. RXN SMILES: [ClH:1].[CH2:2]1[CH2:6][O:5][C:4]2[CH:7]=[CH:8][C:9]3[CH2:10][CH2:11]/[C:12](=[CH:14]\[CH2:15][NH2:16])/[C:13]=3[C:3]1=2.[OH-].[Na+]>C1(C)C=CC=CC=1>[ClH:1].[CH2:2]1[CH2:6][O:5][C:4]2[CH:7]=[CH:8][C:9]3[CH2:10][CH2:11][C@@H:12]([CH2:14][CH2:15][NH2:16])[C:13]=3[C:3]1=2 |f:0.1,2.3,5.6|. Procedure details: To an aqueous solution of (E)-2-(1,6,7,8-tetrahydro-2H-indeno[5,4-b]furan-8-ylidene)ethylamine hydrochloride (1979 kg, Net 122 kg, 513 mol) were added toluene (532 L) and 5% aqueous solution of sodium hydroxide (456 L), and stirred. The layers were separated, and to the organic layer were added methanol (155 kg) and [RuCl(benzene)(R)-BINAP]Cl (894 g) under nitrogen atmosphere, followed by stirring at 80° C. for 15 hrs under hydrogen atmosphere (4.9 MPa). The reaction solution was cooled, and wat... Starting materials: C(O[C@](CI)(C([C@H](CC1=CC=CC=C1)NC([C@H](COC)NC([C@H](COC)NC(=O)C1=CN=C(S1)C)=O)=O)=O)C)(=O)Cl ((2S,4S)-1-iodo-4-((S)-3-methoxy-2-((S)-3-methoxy-2-(2-methylthiazole-5-carboxamido)propanamido)propanamido)-2-methyl-3-oxo-5-phenylpentan-2-yl carbonochloridate), C(C)O (ethanol). Product: C(OCC)(O[C@](CI)(C([C@H](CC1=CC=CC=C1)NC([C@H](COC)NC([C@H](COC)NC(=O)C1=CN=C(S1)C)=O)=O)=O)C)=O (Ethyl ((2S,4S)-1-iodo-4-((S)-3-methoxy-2-((S)-3-methoxy-2-(2-methylthiazole-5-carboxamido)propanamido)propanamido)-2-methyl-3-oxo-5-phenylpentan-2-yl) carbonate). Reaction SMILES: [C:1](Cl)(=[O:40])[O:2][C@@:3]([CH3:39])([C:6](=[O:38])[C@@H:7]([NH:15][C:16](=[O:37])[C@@H:17]([NH:21][C:22](=[O:36])[C@@H:23]([NH:27][C:28]([C:30]1[S:34][C:33]([CH3:35])=[N:32][CH:31]=1)=[O:29])[CH2:24][O:25][CH3:26])[CH2:18][O:19][CH3:20])[CH2:8][C:9]1[CH:14]=[CH:13][CH:12]=[CH:11][CH:10]=1)[CH2:4][I:5].[CH2:42]([OH:44])[CH3:43]>>[C:1](=[O:40])([O:2][C@@:3]([CH3:39])([C:6](=[O:38])[C@@H:7]([NH:15][C:16](=[O:37])[C@@H:17]([NH:21][C:22](=[O:36])[C@@H:23]([NH:27][C:28]([C:30]1[S:34][C:33]([CH3:35])=[N:32][CH:31]=1)=[O:29])[CH2:24][O:25][CH3:26])[CH2:18][O:19][CH3:20])[CH2:8][C:9]1[CH:14]=[CH:13][CH:12]=[CH:11][CH:10]=1)[CH2:4][I:5])[O:44][CH2:42][CH3:43]. Reported procedure: Prepared according to procedures described above, by reacting ethanol with the intermediate (2S,4S)-1-iodo-4-((S)-3-methoxy-2-((S)-3-methoxy-2-(2-methylthiazole-5-carboxamido)propanamido)propanamido)-2-methyl-3-oxo-5-phenylpentan-2-yl carbonochloridate. 1H NMR (CDCl3): δ 8.05 (s, 1H), 7.28-7.16 (m, 5H), 7.08 (d, J=9.2 Hz, 1H), 6.96 (d, J=7.2 Hz, 1H), 6.84 (d, J=6 Hz, 1H), 5.44-5.40 (m, 1H). 4.71-4.66 (m, 1H), 4.48-4.44 (m, 1H), 4.21 (q, J=7.2 Hz, 2H), 3.84-3.79 (m, 2H). 3.75-3.72 (m, 1H), 3.62 (... Run in C1(=CC=CC=C1)C (toluene), C1(=CC=CC=C1)C (toluene), C1(=CC=CC=C1)C (toluene). Run at time 6 hour. RXN SMILES: [CH3:1][C-:2]1[C:6]([CH3:7])=[C:5]([CH3:8])[C:4]([CH3:9])=[C:3]1[CH3:10].[C-:11]1([C:16]([OH:18])=O)[CH:15]=[CH:14][CH:13]=[CH:12]1.[Fe+2:19].P(Cl)(Cl)(Cl)(Cl)Cl.O=P(Cl)(Cl)Cl.[N-:31]=[N+:32]=[N-:33].[Na+]>C1(C)C=CC=CC=1.[Br-].C([N+](CC)(CC)CC)C1C=CC=CC=1>[CH3:1][C-:2]1[C:6]([CH3:7])=[C:5]([CH3:8])[C:4]([CH3:9])=[C:3]1[CH3:10].[C-:11]1([C:16]([N:31]=[N+:32]=[N-:33])=[O:18])[CH:15]=[CH:14][CH:13]=[CH:12]1.[Fe+2:19] |f:0.1.2,5.6,8.9,10.11.12|. Starting materials: O=P(Cl)(Cl)Cl (phosphorus oxytrichloride), C[C-]1C(=C(C(=C1C)C)C)C.[C-]1(C=CC=C1)C(=O)O.[Fe+2] (1′,2′,3′,4′,5′-pentamethylferrocene-1-carboxylic acid), acid chloride, P(Cl)(Cl)(Cl)(Cl)Cl (phosphorus pentachloride), [N-]=[N+]=[N-].[Na+] (sodium azide). The product is C[C-]1C(=C(C(=C1C)C)C)C.[C-]1(C=CC=C1)C(=O)N=[N+]=[N-].[Fe+2] (1′,2′,3′,4′,5′-pentamethylferrocene-1-carboxylic acid azide). Procedure: 0.97 g (3.24 mmol) of 1′,2′,3′,4′,5′-pentamethylferrocene-1-carboxylic acid is converted into the acid chloride by reaction with 0.683 g (3.28 mmol) of phosphorus pentachloride in 30 ml of toluene, as described by B. Bildstein, A. Hradsky, H. Kopacka, R. Malleier, K. H. Ongania, J. of Organomet. Chem. 540 (1997) 127. After stirring for six hours, toluene, phosphorus oxytrichloride and the other volatile constituents are taken off in a high vacuum. The resulting residue is dissolved in 30 ml of a... The yield is 15.6%. Reagents/catalysts: [Br-].C(C1=CC=CC=C1)[N+](CC)(CC)CC (benzyltriethylammonium bromide).